Dataset: the Open Reaction Database (ORD), a public repository of structured organic reaction records. Task: describe an organic reaction: reactants, conditions, products, and yield Starting materials: O1CCOC2=C1C=CC(=C2)CNC2(CCN(CC2)CCN2C(C=NC1=CC=CC=C21)=O)C(=O)NC (4-((2,3-dihydro-1,4-benzodioxin-6-ylmethyl)amino)-N-methyl-1-(2-(2-oxoquinoxalin-1(2H)-yl)ethyl)piperidine-4-carboxamide), Cl.C(C)(=O)OCC (hydrogen chloride ethyl acetate). Run in C(C)(=O)OCC (ethyl acetate), C(C)(=O)OCC (ethyl acetate). Reaction conditions: time 10 minute. Yields the product Cl.O1CCOC2=C1C=CC(=C2)CNC2(CCN(CC2)CCN2C(C=NC1=CC=CC=C21)=O)C(=O)NC (4-((2,3-dihydro-1,4-benzodioxin-6-ylmethyl)amino)-N-methyl-1-(2-(2-oxoquinoxalin-1(2H)-yl)ethyl)piperidine-4-carboxamide hydrochloride). Reaction SMILES: [O:1]1[C:6]2[CH:7]=[CH:8][C:9]([CH2:11][NH:12][C:13]3([C:32]([NH:34][CH3:35])=[O:33])[CH2:18][CH2:17][N:16]([CH2:19][CH2:20][N:21]4[C:30]5[C:25](=[CH:26][CH:27]=[CH:28][CH:29]=5)[N:24]=[CH:23][C:22]4=[O:31])[CH2:15][CH2:14]3)=[CH:10][C:5]=2[O:4][CH2:3][CH2:2]1.[ClH:36].C(OCC)(=O)C>C(OCC)(=O)C>[ClH:36].[O:1]1[C:6]2[CH:7]=[CH:8][C:9]([CH2:11][NH:12][C:13]3([C:32]([NH:34][CH3:35])=[O:33])[CH2:14][CH2:15][N:16]([CH2:19][CH2:20][N:21]4[C:30]5[C:25](=[CH:26][CH:27]=[CH:28][CH:29]=5)[N:24]=[CH:23][C:22]4=[O:31])[CH2:17][CH2:18]3)=[CH:10][C:5]=2[O:4][CH2:3][CH2:2]1 |f:1.2,4.5|. Reported procedure: To 5 mL of an ethyl acetate solution containing 0.12 g of 4-((2,3-dihydro-1,4-benzodioxin-6-ylmethyl)amino)-N-methyl-1-(2-(2-oxoquinoxalin-1(2H)-yl)ethyl)piperidine-4-carboxamide, 5 mL of 4.0 mol/L hydrogen chloride/ethyl acetate was added at room temperature. The mixture was stirred at the same temperature for 10 min, and the solvent was removed under reduced pressure. To the residue thus obtained, ethyl acetate was added and the resulting solid was filtered to afford 0.11 g of 4-((2,3-dihydro-... Starting materials: Cl[Ti](Cl)(Cl)Cl (TiCl4), C1(C=CC2=CC=CC=C12)C(C([Li])C1C=CC2=CC=CC=C12)[Li] (bis-(1-indenyl)ethylene bis-lithium). Solvent: C(Cl)Cl (CH2Cl2). Run at temperature -40 celsius, time 2 hour. Yields the product [Cl-].[Cl-].[Ti+2].C1(C=CC2=CC=CC=C12)C=C ((1-indenyl)ethylene titanium dichloride). As a reaction SMILES: [Cl:1][Ti:2](Cl)(Cl)Cl.[CH:6]1([CH:15]([Li])[CH:16](C2C3C(=CC=CC=3)C=C2)[Li])[C:14]2[C:9](=[CH:10][CH:11]=[CH:12][CH:13]=2)[CH:8]=[CH:7]1>C(Cl)Cl>[Cl-:1].[Cl-:1].[Ti+2:2].[CH:6]1([CH:15]=[CH2:16])[C:14]2[C:9](=[CH:10][CH:11]=[CH:12][CH:13]=2)[CH:8]=[CH:7]1 |f:3.4.5.6|. Procedure: 0.96 gram TiCl4 (5.07 mmol) were dissolved in 40 ml of CH2Cl2 cooled to -40° C., and then 1.36 grams of bis-(1-indenyl)ethylene bis-lithium (5.07 mmol) were added as a solid. After stirring for 2 h at room temperature, the reaction mixture was centrifuged to remove LiCl. The CH2Cl2 layer was evaporated to dryness giving (1-indenyl)ethylene titanium dichloride as brown crystals which were washed twice with hexane. Starting materials: C(=O)(C(F)(F)F)O (TFA), C(C)(C)(C)OC(=O)N1C(CCC1)(C)CNCC1=C(C=CC=C1)Cl ((rac)-2-[(2-chloro-benzylamino)-methyl]-2-methyl-pyrrolidine-1-carboxylic acid tert-butyl ester). Run in C(Cl)Cl (DCM). Reaction conditions: time 12 hour. The product is ClC1=C(CNCC2(NCCC2)C)C=CC=C1 ((2-chloro-benzyl)-((rac)-2-methyl-pyrrolidin-2-ylmethyl)-amine). The yield is 40.0%. RXN SMILES: C(O)(C(F)(F)F)=O.C(OC([N:15]1[CH2:19][CH2:18][CH2:17][C:16]1([CH2:21][NH:22][CH2:23][C:24]1[CH:29]=[CH:28][CH:27]=[CH:26][C:25]=1[Cl:30])[CH3:20])=O)(C)(C)C>C(Cl)Cl>[Cl:30][C:25]1[CH:26]=[CH:27][CH:28]=[CH:29][C:24]=1[CH2:23][NH:22][CH2:21][C:16]1([CH3:20])[CH2:17][CH2:18][CH2:19][NH:15]1. Procedure: TFA (4 mL) was added to the solution of (rac)-2-[(2-chloro-benzylamino)-methyl]-2-methyl-pyrrolidine-1-carboxylic acid tert-butyl ester (0.4 g) in DCM (15 mL) at 0° C. and stirred the reaction mixture at rt for 12 h. The reaction was monitored by TLC. After completion, the reaction mixture was concentrated under reduced pressure using a rotary evaporator and washed with ether (3×10 mL). The crude was basified with sodium bicarbonate and the aqueous layer was extracted with DCM (3×50 mL). The org... Starting materials: NC1=NC=CC=C1 (2-aminopyridine), [H-].[K+] (potassium hydride), CN(C)C=O (DMF), BrCCCC#N (4-bromobutyronitrile). Run at temperature 60 celsius, time 1 hour. The product is N1=C(C=CC=C1)NCCCCC#N (5-(pyridin-2-ylamino)pentanenitrile). RXN SMILES: [NH2:1][C:2]1[CH:7]=[CH:6][CH:5]=[CH:4][N:3]=1.[H-].[K+].Br[CH2:11][CH2:12][CH2:13][C:14]#[N:15].[CH3:16]N(C=O)C>>[N:3]1[CH:4]=[CH:5][CH:6]=[CH:7][C:2]=1[NH:1][CH2:16][CH2:11][CH2:12][CH2:13][C:14]#[N:15] |f:1.2|. Reported procedure: To a stirred solution of 2-aminopyridine (8.7 g, Aldrich) in DMF (75 mL) was added potassium hydride (12.6 g, 30 wt. % dispersion in mineral oil, Aldrich). After 1 hr, 4-bromobutyronitrile (15 g, Aldrich) was added. The mixture was heated to 60° C. for 16 hr. The mixture was quenched with water and the volatiles were removed in vacuo. The residue was extracted with ethyl acetate. The extract was filtered through a bed of silica gel and distilled in vacuo. The fraction boiling at 150° C. to 170° ... Starting materials: CCO, COC(=O)c1cccc([N+](=O)[O-])c1, NN, O. Product: NNC(=O)c1cccc([N+](=O)[O-])c1. As a reaction SMILES: [CH3:17][CH2:18][OH:19].[N+:1](=[O:2])([O-:3])[c:4]1[cH:5][c:6]([C:7](=[O:8])[O:9][CH3:10])[cH:11][cH:12][cH:13]1.[NH2:15][NH2:16].[OH2:14]>>[N+:1](=[O:2])([O-:3])[c:4]1[cH:5][c:6]([C:7](=[O:8])[NH:15][NH2:16])[cH:11][cH:12][cH:13]1. Starting materials: C(C)(C)(C)OC(=O)C[C@H](C(=O)OCC1=CC=CC=C1)CC1=CC=CC=C1 (Benzyl (2R)-3-t-Butyloxycarbonyl-2-benzylpropionate). Run in FC(C(=O)O)(F)F (trifluoroacetic acid), ClCCl (dichloromethane). Reaction conditions: time 1 hour. Product: C(=O)(O)C[C@H](C(=O)OCC1=CC=CC=C1)CC1=CC=CC=C1 (Benzyl (2R)-3-Carboxy-2-benzylpropionate). The yield is 99.6%. Reaction SMILES: C([O:5][C:6]([CH2:8][C@@H:9]([CH2:20][C:21]1[CH:26]=[CH:25][CH:24]=[CH:23][CH:22]=1)[C:10]([O:12][CH2:13][C:14]1[CH:19]=[CH:18][CH:17]=[CH:16][CH:15]=1)=[O:11])=[O:7])(C)(C)C>FC(F)(F)C(O)=O.ClCCl>[C:6]([CH2:8][C@@H:9]([CH2:20][C:21]1[CH:22]=[CH:23][CH:24]=[CH:25][CH:26]=1)[C:10]([O:12][CH2:13][C:14]1[CH:15]=[CH:16][CH:17]=[CH:18][CH:19]=1)=[O:11])([OH:7])=[O:5]. Procedure details: The product from Example 22 (0.52 g, 1.47 mmol) was dissolved in a 1:1 (v:v) solution (6 ml) of trifluoroacetic acid and dichloromethane and stirred at room temperature for 1 h. The volatiles were removed in vacuo to provide the title compound (0.437 g, 100%) as an oil which crystallized on standing. The unpurified material was of sufficient purity to employ in subsequent steps. Mass spectrum: (M)+ =298. The reactants are CC(=O)OC(C)=O, CC(=O)O, ClCCCl, COC(=O)c1ccc2nc(C)n(Cc3ccc(N)cc3Cl)c2n1. Yields the product COC(=O)c1ccc2nc(C)n(Cc3ccc(NC(C)=O)cc3Cl)c2n1. Reaction SMILES: [CH3:24][C:25](=[O:26])[O:27][C:28](=[O:29])[CH3:30].[CH3:31][C:32](=[O:33])[OH:34].[Cl:35][CH2:36][CH2:37][Cl:38].[NH2:1][c:2]1[cH:3][c:4]([Cl:23])[c:5]([CH2:6][n:7]2[c:8]([CH3:20])[n:9][c:10]3[c:11]2[n:12][c:13]([C:16](=[O:17])[O:18][CH3:19])[cH:14][cH:15]3)[cH:21][cH:22]1>>[NH:1]([c:2]1[cH:3][c:4]([Cl:23])[c:5]([CH2:6][n:7]2[c:8]([CH3:20])[n:9][c:10]3[c:11]2[n:12][c:13]([C:16](=[O:17])[O:18][CH3:19])[cH:14][cH:15]3)[cH:21][cH:22]1)[C:25]([CH3:24])=[O:26]. The reactants are CCO, COC(=O)C(CO)NC(=O)OCc1ccccc1, CCN(C(C)C)C(C)C, O=S(Cl)Cl. Yields the product CCOC(=O)C(CO)NC(=O)OCc1ccccc1. As a reaction SMILES: [CH2:32]([OH:33])[CH3:34].[CH3:14][O:15][C:16]([CH:17]([NH:18][C:19](=[O:20])[O:21][CH2:22][c:23]1[cH:24][cH:25][cH:26][cH:27][cH:28]1)[CH2:29][OH:30])=[O:31].[CH:5]([N:6]([CH:7]([CH3:8])[CH3:9])[CH2:10][CH3:11])([CH3:12])[CH3:13].[S:1]([Cl:2])([Cl:3])=[O:4]>>[CH3:5][CH2:14][O:15][C:16]([CH:17]([NH:18][C:19](=[O:20])[O:21][CH2:22][c:23]1[cH:24][cH:25][cH:26][cH:27][cH:28]1)[CH2:29][OH:30])=[O:31]. Reported procedure: 550 ml (0.55 mol) of borane/THF complex (1 M solution) are added at −5° C. to a solution of 154.0 g (0.41 mol) of 8-[4-(4-ethoxy-2,3-difluorophenyl)-cyclohex-3-enyl]-1,4-dioxaspiro[4.5]decane in 1500 ml of THF, and the reaction mixture is stirred at room temperature for 3 h. 99 ml (1.7 mol) of ethanol, 250 ml (1.0 mol) of aqueous sodium hydroxide solution (16%) and 140 ml (1.6 mol) of aqueous hydrogen peroxide soln. (35%) are added successively to the batch, during which the internal temperature... The reactants are C(C)O (ethanol), OO (hydrogen peroxide), C(C)OC1=C(C(=C(C=C1)C1=CCC(CC1)C1CCC2(OCCO2)CC1)F)F (8-[4-(4-ethoxy-2,3-difluorophenyl)-cyclohex-3-enyl]-1,4-dioxaspiro[4.5]decane), [OH-].[Na+] (sodium hydroxide). As a reaction SMILES: [CH2:1]([O:3][C:4]1[CH:9]=[CH:8][C:7]([C:10]2[CH2:15][CH2:14][CH:13]([CH:16]3[CH2:25][CH2:24][C:19]4([O:23][CH2:22][CH2:21][O:20]4)[CH2:18][CH2:17]3)[CH2:12][CH:11]=2)=[C:6]([F:26])[C:5]=1[F:27])[CH3:2].C([OH:30])C.[OH-].[Na+].OO>C1COCC1.O>[O:23]1[C:19]2([CH2:24][CH2:25][CH:16]([CH:13]3[CH2:14][CH:15]([OH:30])[CH:10]([C:7]4[CH:8]=[CH:9][C:4]([O:3][CH2:1][CH3:2])=[C:5]([F:27])[C:6]=4[F:26])[CH2:11][CH2:12]3)[CH2:17][CH2:18]2)[O:20][CH2:21][CH2:22]1 |f:2.3|. The solvent is C1CCOC1 (THF), O (water). Conditions: time 3 hour. Product: O1CCOC12CCC(CC2)C2CCC(C(C2)O)C2=C(C(=C(C=C2)OCC)F)F (5-(1,4-dioxaspiro[4.5]dec-8-yl)-2-(4-ethoxy-2,3-difluorophenyl)cyclohexanol).